From a dataset of the Open Reaction Database (ORD), a public repository of structured organic reaction records. describe an organic reaction: reactants, conditions, products, and yield Starting materials: COC(=O)[C@@H]1NCC[C@@H](C1)NC(CP(=O)(OC)OC)=O (cis-2-methoxycarbonyl-4-(α-dimethylphosphonoacetamido)-piperidine), C[Si](C)(C)I (trimethylsilyl iodide). The solvent is C(Cl)Cl (methylene chloride). Reaction conditions: time 16 hour. The product is P(=O)(O)(O)CC(=O)N[C@@H]1C[C@@H](NCC1)C(=O)O (cis-4-(α-phosphonoacetamido)-piperidine-2-carboxylic acid). RXN SMILES: C[O:2][C:3]([C@H:5]1[CH2:10][C@@H:9]([NH:11][C:12](=[O:20])[CH2:13][P:14]([O:18]C)([O:16]C)=[O:15])[CH2:8][CH2:7][NH:6]1)=[O:4].C[Si](I)(C)C>C(Cl)Cl>[P:14]([CH2:13][C:12]([NH:11][C@H:9]1[CH2:8][CH2:7][NH:6][C@@H:5]([C:3]([OH:4])=[O:2])[CH2:10]1)=[O:20])([OH:16])([OH:18])=[O:15]. Reported procedure: A mixture of 900 mg of cis-2-methoxycarbonyl-4-(α-dimethylphosphonoacetamido)-piperidine and 20 ml of methylene chloride is treated with 4 g trimethylsilyl iodide and the resulting mixture is stirred for 16 hours at room temperature. After removal of solvent the residue is stirred with water for 15 minutes and the solvent is removed in vacuo. A solution of the residue in 30 ml of 3N hydrochloric acid is heated under reflux for one hour and evaporated to dryness. A solution of the residue in 15 m... Starting materials: CN(C(=O)c1cc2c(s1)-c1ccc(Br)cc1OCC2)c1ccccc1Cl, [Cl-], N#C[Cu], [NH4+], CN(C)C=O. The product is CN(C(=O)c1cc2c(s1)-c1ccc(C#N)cc1OCC2)c1ccccc1Cl. Reaction SMILES: [Br:1][c:2]1[cH:3][cH:4][c:5]2[c:6]([cH:26]1)[O:7][CH2:8][CH2:9][c:10]1[c:11]-2[s:12][c:13]([C:15](=[O:16])[N:17]([CH3:18])[c:19]2[c:20]([Cl:25])[cH:21][cH:22][cH:23][cH:24]2)[cH:14]1.[Cl-:35].[Cu:27][C:28]#[N:29].[NH4+:36].[O:30]=[CH:31][N:32]([CH3:33])[CH3:34]>>[c:2]1([C:28]#[N:29])[cH:3][cH:4][c:5]2[c:6]([cH:26]1)[O:7][CH2:8][CH2:9][c:10]1[c:11]-2[s:12][c:13]([C:15](=[O:16])[N:17]([CH3:18])[c:19]2[c:20]([Cl:25])[cH:21][cH:22][cH:23][cH:24]2)[cH:14]1.